This data is from the Open Reaction Database (ORD), a public repository of structured organic reaction records. The task is: describe an organic reaction: reactants, conditions, products, and yield The reactants are ClC1=CC=C(C=CC(=O)O)C=C1 (4-Chlorocinnamic acid), ClCCCl (1,2-dichloroethane), S(O)(O)(=O)=O (sulfuric acid). Solvent: CO (methanol). The product is ClC1=CC=C(C=CC(=O)OC)C=C1 (Methyl 4-chlorocinnamate). Isolated yield 95.0%. Reaction SMILES: [Cl:1][C:2]1[CH:12]=[CH:11][C:5]([CH:6]=[CH:7][C:8]([OH:10])=[O:9])=[CH:4][CH:3]=1.Cl[CH2:14]CCl.S(=O)(=O)(O)O>CO>[Cl:1][C:2]1[CH:3]=[CH:4][C:5]([CH:6]=[CH:7][C:8]([O:10][CH3:14])=[O:9])=[CH:11][CH:12]=1. Procedure: The synthesis method of Example 7-(1) was applied. 4-Chlorocinnamic acid (10.0 g), 1,2-dichloroethane (50 methanol (9.0 ml) and concentrated sulfuric acid (0.4 ml) were used as reagents to give 10.2 g of a white solid (yield 95%). Starting materials: C(C)(C)(C)[C@@H]1CC[C@H](CC1)N(C1CCC2=CC(=CC=C12)C(=O)OCCCC)C(CC1=CC=C(C=C1)C(C)C)=O (butyl 1-{(trans-4-tert-butylcyclohexyl)[(4-isopropylphenyl)acetyl]amino}indane-5-carboxylate), [Li+].[OH-] (LiOH), NC1=NN=NN1 (5-amino tetrazole). The product is C(C)(C)(C)[C@@H]1CC[C@H](CC1)N(C1CCC2=CC(=CC=C12)C(=O)NC1=NN=NN1)C(CC1=CC=C(C=C1)C(C)C)=O (1-{(Trans-4-tert-butylcyclohexyl)[(4-isopropylphenyl)acetyl]amino}-N-1H-tetrazol-5-ylindane-5-carboxamide). Reaction SMILES: [C:1]([C@H:5]1[CH2:10][CH2:9][C@H:8]([N:11]([C:28](=[O:39])[CH2:29][C:30]2[CH:35]=[CH:34][C:33]([CH:36]([CH3:38])[CH3:37])=[CH:32][CH:31]=2)[CH:12]2[C:20]3[C:15](=[CH:16][C:17]([C:21](OCCCC)=[O:22])=[CH:18][CH:19]=3)[CH2:14][CH2:13]2)[CH2:7][CH2:6]1)([CH3:4])([CH3:3])[CH3:2].[Li+].[OH-].[NH2:42][C:43]1[NH:47][N:46]=[N:45][N:44]=1>>[C:1]([C@H:5]1[CH2:10][CH2:9][C@H:8]([N:11]([C:28](=[O:39])[CH2:29][C:30]2[CH:35]=[CH:34][C:33]([CH:36]([CH3:38])[CH3:37])=[CH:32][CH:31]=2)[CH:12]2[C:20]3[C:15](=[CH:16][C:17]([C:21]([NH:42][C:43]4[NH:47][N:46]=[N:45][N:44]=4)=[O:22])=[CH:18][CH:19]=3)[CH2:14][CH2:13]2)[CH2:7][CH2:6]1)([CH3:4])([CH3:3])[CH3:2] |f:1.2|. Reported procedure: Enantiomer A of butyl 1-{(trans-4-tert-butylcyclohexyl)[(4-isopropylphenyl)acetyl]amino}indane-5-carboxylate (36 mg) was saponified with aqueous LiOH and then coupled to 5-amino tetrazole following the procedure described (Step D., Example 1/2) to give 1-{(Trans-4-tert-butylcyclohexyl)[(4-isopropylphenyl)acetyl]amino}-N-1H-tetrazol-5-ylindane-5-carboxamide. HPLC/MS: m/z=543.5 (M+1), Rt=2.67 min. 1H NMR (DMSO-d6): δ 12.30 (1H, br s), 7.90 (1H, s), 7.85 (1H, d, J=8.0 Hz), 7.17 (2H, d, J=8.0 Hz), 7... Starting materials: COC(C[C@@H]1COC2=C1C=CC(=C2)O[C@@H]2CCC1=C(C=CC(=C21)F)B2OC(C(O2)(C)C)(C)C)=O ({(S)-6-[(R)-7-fluoro-4-(4,4,5,5-tetramethyl-[1,3,2]dioxaborolan-2-yl)-indan-1-yloxy]-2,3-dihydro-benzofuran-3-yl}-acetic acid methyl ester), BrC1=NC=CC=C1I (2-bromo-3-iodo-pyridine), Intermediate 56. Yields the product COC(C[C@@H]1COC2=C1C=CC(=C2)O[C@@H]2CCC1=C(C=CC(=C21)F)C=2C(=NC=CC2)Br)=O ({(S)-6-[(R)-4-(2-Bromo-pyridin-3-yl)-7-fluoro-indan-1-yloxy]-2,3-dihydro-benzofuran-3-yl}-acetic acid methyl ester). As a reaction SMILES: [CH3:1][O:2][C:3](=[O:34])[CH2:4][C@H:5]1[C:9]2[CH:10]=[CH:11][C:12]([O:14][C@H:15]3[C:23]4[C:18](=[C:19](B5OC(C)(C)C(C)(C)O5)[CH:20]=[CH:21][C:22]=4[F:24])[CH2:17][CH2:16]3)=[CH:13][C:8]=2[O:7][CH2:6]1.[Br:35][C:36]1[C:41](I)=[CH:40][CH:39]=[CH:38][N:37]=1>>[CH3:1][O:2][C:3](=[O:34])[CH2:4][C@H:5]1[C:9]2[CH:10]=[CH:11][C:12]([O:14][C@H:15]3[C:23]4[C:18](=[C:19]([C:41]5[C:36]([Br:35])=[N:37][CH:38]=[CH:39][CH:40]=5)[CH:20]=[CH:21][C:22]=4[F:24])[CH2:17][CH2:16]3)=[CH:13][C:8]=2[O:7][CH2:6]1. Reported procedure: The title compound is prepared from {(S)-6-[(R)-7-fluoro-4-(4,4,5,5-tetramethyl-[1,3,2]dioxaborolan-2-yl)-indan-1-yloxy]-2,3-dihydro-benzofuran-3-yl}-acetic acid methyl ester and 2-bromo-3-iodo-pyridine following a procedure analogous to that described in Step 1 of Intermediate 56. LC (method 9): tR=1.15 min; Mass spectrum (ESI+): m/z=498/500 (Br) [M+H]+. Reaction SMILES: CS([C:5]1[N:10]=[C:9]2[N:11]=[C:12]([C:16]3[CH:21]=[CH:20][CH:19]=[CH:18][C:17]=3[O:22][CH2:23][CH2:24][CH3:25])[NH:13][C:14](=[O:15])[C:8]2=[CH:7][N:6]=1)(=O)=O.[CH3:26][O-:27].[Na+]>>[CH3:26][O:27][C:5]1[N:10]=[C:9]2[N:11]=[C:12]([C:16]3[CH:21]=[CH:20][CH:19]=[CH:18][C:17]=3[O:22][CH2:23][CH2:24][CH3:25])[NH:13][C:14](=[O:15])[C:8]2=[CH:7][N:6]=1 |f:1.2|. Reactants: CS(=O)(=O)C1=NC=C2C(=N1)N=C(NC2=O)C2=C(C=CC=C2)OCCC (7-methylsulphonyl-4-oxo-2-(2-propoxyphenyl)-3,4-dihydropyrimido[4,5-d]pyrimidine), C[O-].[Na+] (sodium methoxide). Procedure: In a similar manner to Example 36 reaction of 7-methylsulphonyl-4-oxo-2-(2-propoxyphenyl)-3,4-dihydropyrimido[4,5-d]pyrimidine (0.50 g) and sodium methoxide solution (from sodium, 0.16 g, and methanol, 20 ml) yielded the title compound, 0.29 g, m.p. 231°-2°° C. (recrystallised from methanol). The product is COC1=NC=C2C(=N1)N=C(NC2=O)C2=C(C=CC=C2)OCCC (7-Methoxy-4-oxo-2-(2-propoxyphenyl)-3,4-dihydropyrimido[4.5-d]pyrimidine). Reactants: CC(C)(C)OC(=O)NC1CCN(CCOS(C)(=O)=O)CC1, CCOCC, O=c1cnc2cc(F)ccc2[nH]1, O=c1cnc2ccc(F)cc2[nH]1, [H-], [Na+], CN(C)C=O, O. Product: CC(C)(C)OC(=O)NC1CCN(CCn2c(=O)cnc3ccc(F)cc32)CC1. Reaction SMILES: [CH3:27][S:28]([O:29][CH2:32][CH2:33][N:34]1[CH2:35][CH2:36][CH:37]([NH:40][C:41](=[O:42])[O:43][C:44]([CH3:45])([CH3:46])[CH3:47])[CH2:38][CH2:39]1)(=[O:30])=[O:31].[CH3:54][CH2:55][O:56][CH2:57][CH3:58].[F:13][c:14]1[cH:15][c:16]2[c:17]([cH:18][cH:19]1)[nH:20][c:21](=[O:22])[cH:23][n:24]2.[F:1][c:2]1[cH:3][cH:4][c:5]2[n:6][cH:7][c:8](=[O:12])[nH:9][c:10]2[cH:11]1.[H-:25].[Na+:26].[O:48]=[CH:49][N:50]([CH3:51])[CH3:52].[OH2:53]>>[F:1][c:2]1[cH:3][cH:4][c:5]2[n:6][cH:7][c:8](=[O:12])[n:9]([CH2:32][CH2:33][N:34]3[CH2:35][CH2:36][CH:37]([NH:40][C:41](=[O:42])[O:43][C:44]([CH3:45])([CH3:46])[CH3:47])[CH2:38][CH2:39]3)[c:10]2[cH:11]1. The reactants are CC(C)(C)OC(=O)N1CCN(c2cc(Br)cc(C(F)(F)F)c2)CC1, C[Si](C)(Cl)CBr, [Li]C(C)(C)C, CCOCC, O. The product is CC(C)(C)OC(=O)N1CCN(c2cc(C(F)(F)F)cc([Si](C)(C)CBr)c2)CC1. RXN SMILES: [Br:1][c:2]1[cH:3][c:4]([N:12]2[CH2:13][CH2:14][N:15]([C:18](=[O:19])[O:20][C:21]([CH3:22])([CH3:23])[CH3:24])[CH2:16][CH2:17]2)[cH:5][c:6]([C:8]([F:9])([F:10])[F:11])[cH:7]1.[Br:30][CH2:31][Si:32]([Cl:33])([CH3:34])[CH3:35].[C:25]([Li:26])([CH3:27])([CH3:28])[CH3:29].[CH3:37][CH2:38][O:39][CH2:40][CH3:41].[OH2:36]>>[c:2]1([Si:32]([CH2:31][Br:30])([CH3:34])[CH3:35])[cH:3][c:4]([N:12]2[CH2:13][CH2:14][N:15]([C:18](=[O:19])[O:20][C:21]([CH3:22])([CH3:23])[CH3:24])[CH2:16][CH2:17]2)[cH:5][c:6]([C:8]([F:9])([F:10])[F:11])[cH:7]1.